From a dataset of the Open Reaction Database (ORD), a public repository of structured organic reaction records. describe an organic reaction: reactants, conditions, products, and yield Reactants: [BH4-], C1CCOC1, O=Cc1cc2cccc(Cl)c2nc1-c1ccccc1C(F)(F)F, [Na+]. The product is OCc1cc2cccc(Cl)c2nc1-c1ccccc1C(F)(F)F. Reaction SMILES: [BH4-:24].[CH2:26]1[O:27][CH2:28][CH2:29][CH2:30]1.[Cl:1][c:2]1[cH:3][cH:4][cH:5][c:6]2[cH:7][c:8]([CH:22]=[O:23])[c:9](-[c:12]3[c:13]([C:18]([F:19])([F:20])[F:21])[cH:14][cH:15][cH:16][cH:17]3)[n:10][c:11]12.[Na+:25]>>[Cl:1][c:2]1[cH:3][cH:4][cH:5][c:6]2[cH:7][c:8]([CH2:22][OH:23])[c:9](-[c:12]3[c:13]([C:18]([F:19])([F:20])[F:21])[cH:14][cH:15][cH:16][cH:17]3)[n:10][c:11]12. The reactants are C1COCCN1, COCCOC, CS(=O)(=O)c1nc(N)nc(-c2ccccc2)c1C#N. The product is N#Cc1c(-c2ccccc2)nc(N)nc1N1CCOCC1. As a reaction SMILES: [CH2:20]1[CH2:21][O:22][CH2:23][CH2:24][NH:25]1.[CH3:26][O:27][CH2:28][CH2:29][O:30][CH3:31].[NH2:1][c:2]1[n:3][c:4](-[c:14]2[cH:15][cH:16][cH:17][cH:18][cH:19]2)[c:5]([C:12]#[N:13])[c:6]([S:8]([CH3:9])(=[O:10])=[O:11])[n:7]1>>[NH2:1][c:2]1[n:3][c:4](-[c:14]2[cH:15][cH:16][cH:17][cH:18][cH:19]2)[c:5]([C:12]#[N:13])[c:6]([N:25]2[CH2:20][CH2:21][O:22][CH2:23][CH2:24]2)[n:7]1. Starting materials: C(C)(C)(C)O (t-butanol), solution, N1C=CC2=CC=CC(=C12)C=O (7-indolecarboxaldehyde), [Li]C#N (LiCN), P(=O)(OCC)(OCC)C#N ((EtO)2P(O)CN). Run in C1CCOC1 (THF), C1CCOC1 (THF). Reaction conditions: time 8 hour. Yields the product N1C=CC2=CC=CC(=C12)CC#N ((1H-Indol-7-yl)-acetonitrile). As a reaction SMILES: [NH:1]1[C:9]2[C:4](=[CH:5][CH:6]=[CH:7][C:8]=2[CH:10]=O)[CH:3]=[CH:2]1.[Li][C:13]#[N:14].P(C#N)(OCC)(OCC)=O.C(O)(C)(C)C>C1COCC1>[NH:1]1[C:9]2[C:4](=[CH:5][CH:6]=[CH:7][C:8]=2[CH2:10][C:13]#[N:14])[CH:3]=[CH:2]1. Procedure details: To a mixture of 7-indolecarboxaldehyde (1.0 g, 6.90 mmol) and LiCN 1.5THF (72.5 mg, 0.69 mmol) in 50 ml THF, was added (EtO)2P(O)CN (1.36 ml) at 0° C. The reaction was stirred at rt overnight, and then t-butanol (0.79 ml) was added. The mixture was cannulated into a flask containing an 0.1 M solution of SmI2 in THF (159 ml). Additional SMI2 (10 mol %) was added until no color change was observed. The mixture was stirred for 30 min, and then concentrated and the residue poured into ethyl acetate....